This data is from the Open Reaction Database (ORD), a public repository of structured organic reaction records. The task is: describe an organic reaction: reactants, conditions, products, and yield The reactants are Cl (hydrochloric acid), aqueous solution, [OH-].[Na+] (sodium hydroxide), C(C1=CC=CC=C1)OC(=O)N[C@@H](CC1=CC=CC2=CC=CC=C12)C(=O)N[C@@H](CC1=CNC=N1)C(=O)N[C@H]([C@H](CC(=O)OCC)O)CC(C)C (Ethyl 4(S)-[N-benzyloxycarbonyl-3-(1-naphthyl)-L-alanyl-L-histidyl]amino-3(S)-hydroxy-6-methylheptanoate). Run in CO (methanol). Reaction conditions: time 6 hour. Product: C(C1=CC=CC=C1)OC(=O)N[C@@H](CC1=CC=CC2=CC=CC=C12)C(=O)N[C@@H](CC1=CNC=N1)C(=O)N[C@H]([C@H](CC(=O)O)O)CC(C)C (4(S)-[N-Benzyloxycarbonyl-3-(1-napthyl)-L-alanyl-L-histidyl]amino-3(S)-hydroxy-6-methylheptanoic acid). The yield is 44.8%. As a reaction SMILES: [CH2:1]([O:8][C:9]([NH:11][C@H:12]([C:24]([NH:26][C@H:27]([C:34]([NH:36][C@@H:37]([CH2:46][CH:47]([CH3:49])[CH3:48])[C@@H:38]([OH:45])[CH2:39][C:40]([O:42]CC)=[O:41])=[O:35])[CH2:28][C:29]1[N:33]=[CH:32][NH:31][CH:30]=1)=[O:25])[CH2:13][C:14]1[C:23]2[C:18](=[CH:19][CH:20]=[CH:21][CH:22]=2)[CH:17]=[CH:16][CH:15]=1)=[O:10])[C:2]1[CH:7]=[CH:6][CH:5]=[CH:4][CH:3]=1.[OH-].[Na+].Cl>CO>[CH2:1]([O:8][C:9]([NH:11][C@H:12]([C:24]([NH:26][C@H:27]([C:34]([NH:36][C@@H:37]([CH2:46][CH:47]([CH3:49])[CH3:48])[C@@H:38]([OH:45])[CH2:39][C:40]([OH:42])=[O:41])=[O:35])[CH2:28][C:29]1[N:33]=[CH:32][NH:31][CH:30]=1)=[O:25])[CH2:13][C:14]1[C:23]2[C:18](=[CH:19][CH:20]=[CH:21][CH:22]=2)[CH:17]=[CH:16][CH:15]=1)=[O:10])[C:2]1[CH:7]=[CH:6][CH:5]=[CH:4][CH:3]=1 |f:1.2|. Procedure details: 112 mg (0.17 mmole) of ethyl 4(S)-[N-benzyloxycarbonyl-3-(1-naphthyl)-L-alanyl-L-histidyl]amino-3(S)-hydroxy-6-methylheptanoate (prepared as described in Example 1) were dissolved in 3 ml of methanol, and 0.2 ml (0.2 mmole) of a 1N aqueous solution of sodium hydroxide was added to the resulting solution. The mixture was then stirred at room temperature for 6 hours, after which it was neutralized by the addition of 1N aqueous hydrochloric acid. The solvent was then removed from the resulting solu... Starting materials: C1(C=2C(C(N1)=O)=CC=CC2)=O.[K] (potassium phthalimide), ClCC(=CC(=O)OC)OC (methyl 4-chloro-3-methoxy-but-2-enoate), O (water). Run in CN(C)C=O (DMF), CN(C)C=O (DMF). Run at temperature 60 celsius. Product: O=C1N(C(C2=CC=CC=C12)=O)C/C(=C/C(=O)OC)/OC (methyl(Z)-4-(1,3-dioxo-1,3-dihydro-isoindol-2-yl)-3-methoxy-but-2-enoate). RXN SMILES: [C:1]1(=[O:11])[NH:5][C:4](=[O:6])[C:3]2=[CH:7][CH:8]=[CH:9][CH:10]=[C:2]12.[K].Cl[CH2:14][C:15]([O:21][CH3:22])=[CH:16][C:17]([O:19][CH3:20])=[O:18].O>CN(C=O)C>[O:6]=[C:4]1[C:3]2[C:2](=[CH:10][CH:9]=[CH:8][CH:7]=2)[C:1](=[O:11])[N:5]1[CH2:14]/[C:15](/[O:21][CH3:22])=[CH:16]/[C:17]([O:19][CH3:20])=[O:18] |f:0.1,^1:11|. Procedure: 18.5 potassium phthalimide are suspended in 50 ml DMF, the mixture is heated to 60° C. and 16.5 g methyl 4-chloro-3-methoxy-but-2-enoate in 50 ml DMF are added. After 2 days the reaction mixture is poured into 500 ml of water. The precipitate formed is suction filtered and washed with water. The residue is dissolved in ethyl acetate, dried and the solution is evaporated to dryness. The residue is triturated with ether. 21.77 g of the product are obtained as a powder. The reactants are C(C)(=O)OCC (Ethyl acetate), C([O-])([O-])=O.[Cs+].[Cs+] (cesium carbonate), C(C1=CC=CC=C1)Br (benzyl bromide), OC1=C(C(=O)OC)C=C(C(=C1)CN1CCCCC1)C(F)(F)F (Methyl 2-hydroxy-4-(1-piperidinylmethyl)-5-(trifluoromethyl)benzoate). The solvent is O (water), CN(C=O)C (N,N-dimethylformamide). Run at temperature 40 celsius. Product: C1(=CC=CC=C1)COC1=C(C(=O)OC)C=C(C(=C1)CN1CCCCC1)C(F)(F)F (Methyl 2-[(phenylmethyl)oxy]-4-(1-piperidinylmethyl)-5-(trifluoromethyl)benzoate). RXN SMILES: [OH:1][C:2]1[CH:11]=[C:10]([CH2:12][N:13]2[CH2:18][CH2:17][CH2:16][CH2:15][CH2:14]2)[C:9]([C:19]([F:22])([F:21])[F:20])=[CH:8][C:3]=1[C:4]([O:6][CH3:7])=[O:5].C(=O)([O-])[O-].[Cs+].[Cs+].[CH2:29](Br)[C:30]1[CH:35]=[CH:34][CH:33]=[CH:32][CH:31]=1.C(OCC)(=O)C>CN(C)C=O.O>[C:30]1([CH2:29][O:1][C:2]2[CH:11]=[C:10]([CH2:12][N:13]3[CH2:18][CH2:17][CH2:16][CH2:15][CH2:14]3)[C:9]([C:19]([F:22])([F:20])[F:21])=[CH:8][C:3]=2[C:4]([O:6][CH3:7])=[O:5])[CH:35]=[CH:34][CH:33]=[CH:32][CH:31]=1 |f:1.2.3|. Reported procedure: Methyl 2-hydroxy-4-(1-piperidinylmethyl)-5-(trifluoromethyl)benzoate (may be prepared as described in Description 51; 230 mg, 0.72 mmol) was dissolved in N,N-dimethylformamide (5 mL) and cesium carbonate (264 mg, 0.81 mmol) and benzyl bromide (0.12 ml, 1.01 mmol) were added. The mixture was heated at 40° C. for 18 hours. Ethyl acetate (10 ml) and water (10 ml) were added and the organic layer was separated and washed with water (2×10 ml), dried (MgSO4) and the solvent removed in vacuo. Purificat...